The task is: describe an organic reaction: reactants, conditions, products, and yield. This data is from the Open Reaction Database (ORD), a public repository of structured organic reaction records. The reactants are C1(=CC=CC=C1)CN1CC(C(CC1)(OC)OC)OC (1-phenylmethyl-3-methoxy-4,4-dimethoxypiperidine), C1(=CC=C(C=C1)S(=O)(=O)O)C (p-toluenesulfonic acid). Run in CC(=O)C (acetone). Product: C1(=CC=CC=C1)CN1CC(C(CC1)=O)OC (1-phenylmethyl-3-methoxy-4-piperidone). Isolated yield 90.6%. RXN SMILES: [C:1]1([CH2:7][N:8]2[CH2:13][CH2:12][C:11](OC)([O:14]C)[CH:10]([O:18][CH3:19])[CH2:9]2)[CH:6]=[CH:5][CH:4]=[CH:3][CH:2]=1.C1(C)C=CC(S(O)(=O)=O)=CC=1>CC(C)=O>[C:1]1([CH2:7][N:8]2[CH2:13][CH2:12][C:11](=[O:14])[CH:10]([O:18][CH3:19])[CH2:9]2)[CH:2]=[CH:3][CH:4]=[CH:5][CH:6]=1. Procedure: 1-phenylmethyl-3-methoxy-4,4-dimethoxypiperidine (4b, 2.22g, 8.36 mmol) from Example 2 and p-toluenesulfonic acid (3.15 g, 16.6 mmol) was heated to reflux in acetone (100ml) for three hours. After being cooled, the reaction solution was concentrated under vacuum, then slurried in 40ml of 10% sodium hydroxide solution. The aqueous mixture was extracted with 2×60 ml of ether, the combined organic layers were dried over magnesium sulfate, then concentrated under vacuum. The crude residue was purifi... Reactants: C(C)(C)(C)OC(CN(C1CCC2=CC(=C(C=C12)OC)OC)C([C@@H](N)C)=O)=O (L-Alanyl-N-(5,6-dimethoxyindan-1-yl)glycine tert-butyl ester), C(C)(=O)[O-].[Na+] (sodium acetate), C(C)(=O)[O-] (acetate), O=C(C(=O)OCC)CCC1=CC=CC=C1 (ethyl 2-oxo-4-phenyl-butyrate), 3A. Reagents/catalysts: [Ni] (Raney nickel). Run in C(C)O (ethanol). Yields the product C(C)(C)(C)OC(CN(C1CCC2=CC(=C(C=C12)OC)OC)C([C@@H](NC(CCC1=CC=CC=C1)C(=O)OCC)C)=O)=O (N-(1-ethoxycarbonyl-3-phenylpropyl)-L-alanyl-N-(5,6-dimethoxyindan-1-yl)glycine tert-butyl ester). Isolated yield 33.3%. RXN SMILES: [C:1]([O:5][C:6](=[O:27])[CH2:7][N:8]([C:22](=[O:26])[C@H:23]([CH3:25])[NH2:24])[CH:9]1[C:17]2[C:12](=[CH:13][C:14]([O:20][CH3:21])=[C:15]([O:18][CH3:19])[CH:16]=2)[CH2:11][CH2:10]1)([CH3:4])([CH3:3])[CH3:2].C([O-])(=O)C.[Na+].C([O-])(=O)C.O=[C:38]([CH2:44][CH2:45][C:46]1[CH:51]=[CH:50][CH:49]=[CH:48][CH:47]=1)[C:39]([O:41][CH2:42][CH3:43])=[O:40]>C(O)C.[Ni]>[C:1]([O:5][C:6](=[O:27])[CH2:7][N:8]([C:22](=[O:26])[C@H:23]([CH3:25])[NH:24][CH:38]([C:39]([O:41][CH2:42][CH3:43])=[O:40])[CH2:44][CH2:45][C:46]1[CH:47]=[CH:48][CH:49]=[CH:50][CH:51]=1)[CH:9]1[C:17]2[C:12](=[CH:13][C:14]([O:20][CH3:21])=[C:15]([O:18][CH3:19])[CH:16]=2)[CH2:11][CH2:10]1)([CH3:2])([CH3:4])[CH3:3] |f:1.2|. Procedure: L-Alanyl-N-(5,6-dimethoxyindan-1-yl)glycine tert-butyl ester (4.0 g) is dissolved in 80 ml of ethanol, and 0.77 g of sodium acetate, 4.0 g of acetate acid, 4.0 g of ethyl 2-oxo-4-phenyl-butyrate, 12 g of molecular sieve 3A and 6.0 g of Raney nickel are added. Thereafter, the reaction and treatment are carried out as in Example 2 to give 2.0 g of N-(1-ethoxycarbonyl-3-phenylpropyl)-L-alanyl-N-(5,6-dimethoxyindan-1-yl)glycine tert-butyl ester as slightly yellow oil. Reactants: FC1=C(C=CC(=C1C(=O)C1=CNC2=NC=C(C=C21)C=2C=NNC2)F)NS(=O)(=O)CCC (Propane-1-sulfonic acid {2,4-difluoro-3-[5-(1H-pyrazol-4-yl)-1H-pyrrolo[2,3-b]pyridine-3-carbonyl]-phenyl}-amide), BrC=1C=C2C(=NC1)NC=C2C(=O)C=2C(=C(C=CC2F)NS(=O)(=O)CCC)F (propane-1-sulfonic acid [3-(5-bromo-1H-pyrrolo[2,3-b]pyridine-3-carbonyl)-2,4-difluoro-phenyl]-amide), N1N=CC(=C1)C(=O)O (1H-pyrazole-4-carboxylic acid). Product: FC1=C(C=CC(=C1C(=O)C1=CNC2=NC=C(C=C21)C=2C=NNC2)F)NS(=O)(=O)CCC (Propane-1-sulfonic acid {2,4-difluoro-3-[5-(1H-pyrazol-4-yl)-1H-pyrrolo[2,3-b]pyridine-3-carbonyl]-phenyl}-amide), C1(=CC=CC=C1)OC(=O)N1N=CC(=C1)C=1C=C2C(=NC1)NC=C2C(C2=C(C(=CC=C2F)NS(=O)(=O)CCC)F)=O (4-{3-[2,6-difluoro-3-(propane-1-sulfonylamino)-benzoyl]-1H-pyrrolo[2,3-b]pyridin-5-yl}-pyrazole-1-carboxylic acid phenyl ester). Reaction SMILES: BrC1C=C2C(C([C:13]3[C:14](F)=[C:15](NS(CCC)(=O)=O)[CH:16]=[CH:17][C:18]=3F)=O)=CNC2=NC=1.N1C=C([C:33]([OH:35])=[O:34])C=N1.[F:36][C:37]1[C:42]([C:43]([C:45]2[C:53]3[C:48](=[N:49][CH:50]=[C:51]([C:54]4[CH:55]=[N:56][NH:57][CH:58]=4)[CH:52]=3)[NH:47][CH:46]=2)=[O:44])=[C:41]([F:59])[CH:40]=[CH:39][C:38]=1[NH:60][S:61]([CH2:64][CH2:65][CH3:66])(=[O:63])=[O:62]>>[F:36][C:37]1[C:42]([C:43]([C:45]2[C:53]3[C:48](=[N:49][CH:50]=[C:51]([C:54]4[CH:55]=[N:56][NH:57][CH:58]=4)[CH:52]=3)[NH:47][CH:46]=2)=[O:44])=[C:41]([F:59])[CH:40]=[CH:39][C:38]=1[NH:60][S:61]([CH2:64][CH2:65][CH3:66])(=[O:62])=[O:63].[C:18]1([O:35][C:33]([N:56]2[CH:55]=[C:54]([C:51]3[CH:52]=[C:53]4[C:45]([C:43](=[O:44])[C:42]5[C:41]([F:59])=[CH:40][CH:39]=[C:38]([NH:60][S:61]([CH2:64][CH2:65][CH3:66])(=[O:62])=[O:63])[C:37]=5[F:36])=[CH:46][NH:47][C:48]4=[N:49][CH:50]=3)[CH:58]=[N:57]2)=[O:34])[CH:13]=[CH:14][CH:15]=[CH:16][CH:17]=1. Reported procedure: Propane-1-sulfonic acid {2,4-difluoro-3-[5-(1H-pyrazol-4-yl)-1H-pyrrolo[2,3-b]pyridine-3-carbonyl]-phenyl}-amide 23 is prepared according to Scheme 1a, replacing N-[3-(5-bromo-1H-pyrrolo[2,3-b]pyridine-3-carbonyl)-2-fluoro-phenyl]-2-fluoro-benzenesulfonamide 21 with propane-1-sulfonic acid [3-(5-bromo-1H-pyrrolo[2,3-b]pyridine-3-carbonyl)-2,4-difluoro-phenyl]-amide and replacing 2-methoxy-5-(4,4,5,5-tetramethyl-[1,3,2]dioxaborolan-2-yl)-pyrimidine 22 with 1H-pyrazole-4-carboxylic acid. Propane-1... The reactants are CC1OC1(Cn1cncn1)c1ccc(F)cc1F, O=c1[nH]ccn1-c1ccc(-n2ncnn2)cc1. RXN SMILES: [F:1][c:2]1[c:3]([C:9]2([CH2:13][n:14]3[n:15][cH:16][n:17][cH:18]3)[O:10][CH:11]2[CH3:12])[cH:4][cH:5][c:6]([F:8])[cH:7]1.[n:19]1[n:20](-[c:24]2[cH:25][cH:26][c:27](-[n:30]3[c:31](=[O:35])[nH:32][cH:33][cH:34]3)[cH:28][cH:29]2)[n:21][n:22][cH:23]1>>[F:1][c:2]1[c:3]([C:9]([OH:10])([CH:11]([CH3:12])[n:32]2[c:31](=[O:35])[n:30](-[c:27]3[cH:26][cH:25][c:24](-[n:20]4[n:19][cH:23][n:22][n:21]4)[cH:29][cH:28]3)[cH:34][cH:33]2)[CH2:13][n:14]2[n:15][cH:16][n:17][cH:18]2)[cH:4][cH:5][c:6]([F:8])[cH:7]1. Product: CC(n1ccn(-c2ccc(-n3ncnn3)cc2)c1=O)C(O)(Cn1cncn1)c1ccc(F)cc1F. RXN SMILES: [O:1]=[C:2]1[C:7]([C:8]([OH:10])=O)=[CH:6][CH:5]=[C:4]([C:11]([F:14])([F:13])[F:12])[NH:3]1.C1N=CN(C(N2C=NC=C2)=O)C=1.[CH:27]1([NH2:31])[CH2:30][CH2:29][CH2:28]1>O1CCCC1>[CH:27]1([NH:31][C:8]([C:7]2[C:2](=[O:1])[NH:3][C:4]([C:11]([F:14])([F:13])[F:12])=[CH:5][CH:6]=2)=[O:10])[CH2:30][CH2:29][CH2:28]1. Solvent: O1CCCC1 (tetrahydrofuran), O1CCCC1 (tetrahydrofuran). The product is C1(CCC1)NC(=O)C=1C(NC(=CC1)C(F)(F)F)=O (N-Cyclobutyl-2-oxo-6-(trifluoromethyl)-1,2-dihydropyridine-3-carboxamide). Reported procedure: 600 mg (2.9 mmol) of 2-oxo-6-(trifluoromethyl)-1,2-dihydropyridine-3-carboxylic acid were dissolved in 5 ml of tetrahydrofuran, 658 mg (4.1 mmol) of N,N-carbonyldiimidazole were added and the mixture was heated initially at room temperature for 30 min and then under reflux for 30 min. A solution of 247 mg (3.5 mmol) of cyclobutylamine in 5 ml tetrahydrofuran was then added dropwise, and the mixture was heated under reflux for a further 2 h. The solution was evaporated to dryness and then taken u... The reactants are C1=CN(C=N1)C(=O)N2C=CN=C2 (N,N-carbonyldiimidazole), O=C1NC(=CC=C1C(=O)O)C(F)(F)F (2-oxo-6-(trifluoromethyl)-1,2-dihydropyridine-3-carboxylic acid), C1(CCC1)N (cyclobutylamine). RXN SMILES: [Cl:1][C:2]1[CH:7]=[CH:6][CH:5]=[C:4]([Cl:8])[C:3]=1[S:9]([CH2:11][C:12]1[C:16]([CH2:17][O:18][C:19]2[CH:24]=[CH:23][C:22]([C:25]3[CH:26]=[C:27]4[C:32](=[CH:33][CH:34]=3)[N:31]=[C:30]([C:35]([O:37]CC)=[O:36])[CH:29]=[CH:28]4)=[CH:21][CH:20]=2)=[C:15]([CH:40]([CH3:42])[CH3:41])[O:14][N:13]=1)=[O:10].O1CCCC1.[OH-].[Na+].Cl>CO>[Cl:8][C:4]1[CH:5]=[CH:6][CH:7]=[C:2]([Cl:1])[C:3]=1[S:9]([CH2:11][C:12]1[C:16]([CH2:17][O:18][C:19]2[CH:20]=[CH:21][C:22]([C:25]3[CH:26]=[C:27]4[C:32](=[CH:33][CH:34]=3)[N:31]=[C:30]([C:35]([OH:37])=[O:36])[CH:29]=[CH:28]4)=[CH:23][CH:24]=2)=[C:15]([CH:40]([CH3:42])[CH3:41])[O:14][N:13]=1)=[O:10] |f:2.3|. Solvent: CO (methanol). Procedure details: To a solution of ethyl 6-[4-({[3-{[(2,6-dichlorophenyl)sulfinyl]methyl}-5-(1-methylethyl)-4-isoxazolyl]methyl}oxy)phenyl]-2-quinolinecarboxylate (6 mg, 0.01 mmol) in 1:1 tetrahydrofuran:methanol (0.5 mL) was added 1 N sodium hydroxide (0.020 mL, 0.020 mmol). The solution was heated in a microwave reactor at 90° C. for approximately 10 minutes and then 1 N hydrochloric acid (0.020 mL, 0.020 mmol) was added. The solution was concentrated and then dichloromethane and water were added. The layers we... Starting materials: Cl (hydrochloric acid), ClC1=C(C(=CC=C1)Cl)S(=O)CC1=NOC(=C1COC1=CC=C(C=C1)C=1C=C2C=CC(=NC2=CC1)C(=O)OCC)C(C)C (ethyl 6-[4-({[3-{[(2,6-dichlorophenyl)sulfinyl]methyl}-5-(1-methylethyl)-4-isoxazolyl]methyl}oxy)phenyl]-2-quinolinecarboxylate), O1CCCC1 (tetrahydrofuran), [OH-].[Na+] (sodium hydroxide). Conditions: temperature 90 celsius. Yield: 100.8%. The product is ClC1=C(C(=CC=C1)Cl)S(=O)CC1=NOC(=C1COC1=CC=C(C=C1)C=1C=C2C=CC(=NC2=CC1)C(=O)O)C(C)C (6-[4-({[3-{[(2,6-dichlorophenyl)sulfinyl]methyl}-5-(1-methylethyl)-4-isoxazolyl]methyl}oxy)phenyl]-2-quinolinecarboxylic acid). The reactants are CC(CCl)CCCC1=CC=CC=C1 (2-methyl-5-phenylpentyl chloride), C[C@@H]1CNC[C@@H](O1)C (2,6-cis-dimethylmorpholine). Run in C(Cl)Cl (CH2Cl2). Yields the product CC(CN1C[C@H](O[C@H](C1)C)C)CCCC1=CC=CC=C1 (N-(2-Methyl-5-phenylpentyl)-2,6-cis-dimethylmorpholine). Isolated yield 64.3%. RXN SMILES: [CH3:1][CH:2]([CH2:5][CH2:6][CH2:7][C:8]1[CH:13]=[CH:12][CH:11]=[CH:10][CH:9]=1)[CH2:3]Cl.[CH3:14][C@H:15]1[O:20][C@@H:19]([CH3:21])[CH2:18][NH:17][CH2:16]1>C(Cl)Cl>[CH3:1][CH:2]([CH2:5][CH2:6][CH2:7][C:8]1[CH:13]=[CH:12][CH:11]=[CH:10][CH:9]=1)[CH2:3][N:17]1[CH2:16][C@H:15]([CH3:14])[O:20][C@H:19]([CH3:21])[CH2:18]1. Reported procedure: 20 g of 2-methyl-5-phenylpentyl chloride and 35 g of 2,6-cis-dimethylmorpholine are heated at 150° C. for 10 hours, after which the mixture is left to cool, taken up with CH2Cl2, washed with water, dilute NaOH and once again with water, dried over Na2SO4 and evaporated down, and the residue is distilled to give 18 g of a product of boiling point 130°-132° C./0.4 mbar. The reactants are CC(=O)N1CCc2c(sc(N)c2C#N)C1, COc1cccc(C(=O)Cl)c1. Yields the product COc1cccc(C(=O)Nc2sc3c(c2C#N)CCN(C(C)=O)C3)c1. As a reaction SMILES: [C:1]([CH3:2])(=[O:3])[N:4]1[CH2:5][c:6]2[c:7]([c:10]([C:14]#[N:15])[c:11]([NH2:13])[s:12]2)[CH2:8][CH2:9]1.[CH3:16][O:17][c:18]1[cH:19][c:20]([C:21](=[O:22])[Cl:23])[cH:24][cH:25][cH:26]1>>[C:1]([CH3:2])(=[O:3])[N:4]1[CH2:5][c:6]2[c:7]([c:10]([C:14]#[N:15])[c:11]([NH:13][C:21]([c:20]3[cH:19][c:18]([O:17][CH3:16])[cH:26][cH:25][cH:24]3)=[O:22])[s:12]2)[CH2:8][CH2:9]1. Starting materials: NCCOCCO, O=Cc1ccc(-c2cc3nccc(Nc4ccc5[nH]ccc5c4)c3s2)cc1. Product: OCCOCCNCc1ccc(-c2cc3nccc(Nc4ccc5[nH]ccc5c4)c3s2)cc1. As a reaction SMILES: [NH2:1][CH2:2][CH2:3][O:4][CH2:5][CH2:6][OH:7].[nH:8]1[cH:9][cH:10][c:11]2[cH:12][c:13]([NH:17][c:18]3[c:19]4[c:20]([n:21][cH:22][cH:23]3)[cH:24][c:25](-[c:27]3[cH:28][cH:29][c:30]([CH:31]=[O:32])[cH:33][cH:34]3)[s:26]4)[cH:14][cH:15][c:16]12>>[NH:1]([CH2:2][CH2:3][O:4][CH2:5][CH2:6][OH:7])[CH2:31][c:30]1[cH:29][cH:28][c:27](-[c:25]2[cH:24][c:20]3[c:19]([c:18]([NH:17][c:13]4[cH:12][c:11]5[cH:10][cH:9][nH:8][c:16]5[cH:15][cH:14]4)[cH:23][cH:22][n:21]3)[s:26]2)[cH:34][cH:33]1.